Dataset: the Open Reaction Database (ORD), a public repository of structured organic reaction records. Task: describe an organic reaction: reactants, conditions, products, and yield Reactants: CCOC(C)=O, CC(C)N=C=O, O=C1OC(CO)C(c2ccccc2)N1c1ccc(Oc2ccc(Cl)cc2)cc1, CN(C)C=O, O. Product: CC(C)NC(=O)OCC1OC(=O)N(c2ccc(Oc3ccc(Cl)cc3)cc2)C1c1ccccc1. RXN SMILES: [CH3:36][CH2:37][O:38][C:39](=[O:40])[CH3:41].[CH:29]([CH3:30])([CH3:31])[N:32]=[C:33]=[O:34].[Cl:1][c:2]1[cH:3][cH:4][c:5]([O:6][c:7]2[cH:8][cH:9][c:10]([N:13]3[C:14](=[O:26])[O:15][CH:16]([CH2:24][OH:25])[CH:17]3[c:18]3[cH:19][cH:20][cH:21][cH:22][cH:23]3)[cH:11][cH:12]2)[cH:27][cH:28]1.[O:42]=[CH:43][N:44]([CH3:45])[CH3:46].[OH2:35]>>[Cl:1][c:2]1[cH:3][cH:4][c:5]([O:6][c:7]2[cH:8][cH:9][c:10]([N:13]3[C:14](=[O:26])[O:15][CH:16]([CH2:24][O:25][C:33]([NH:32][CH:29]([CH3:30])[CH3:31])=[O:34])[CH:17]3[c:18]3[cH:19][cH:20][cH:21][cH:22][cH:23]3)[cH:11][cH:12]2)[cH:27][cH:28]1. Starting materials: C1(CCCC1)NC1=C(NC=2N1N=CC2C#N)C2=C(C=C(C(=C2)OC)OC)OC (3-(cyclopentylamino)-2-(2,4,5-trimethoxyphenyl)-1H-imidazo[1,2-b]pyrazole-7-carbonitrile), CS(=O)C (DMSO). Run at time 30 day. Product: NC1=C(C=NN1/C(/C(=O)C1=C(C=C(C(=C1)OC)OC)OC)=N/C1CCCC1)C#N ((E)-5-amino-1-(1-(cyclopentylimino)-2-(2,4,5-trimethoxyphenyl)-2-oxoethyl)-1H-pyrazole-4-carbonitrile). Yield: 10.0%. As a reaction SMILES: [CH:1]1([NH:6][C:7]2[N:11]3[N:12]=[CH:13][C:14]([C:15]#[N:16])=[C:10]3[NH:9][C:8]=2[C:17]2[CH:22]=[C:21]([O:23][CH3:24])[C:20]([O:25][CH3:26])=[CH:19][C:18]=2[O:27][CH3:28])[CH2:5][CH2:4][CH2:3][CH2:2]1.CS(C)=[O:31]>>[NH2:9][C:10]1[N:11](/[C:7](=[N:6]/[CH:1]2[CH2:5][CH2:4][CH2:3][CH2:2]2)/[C:8]([C:17]2[CH:22]=[C:21]([O:23][CH3:24])[C:20]([O:25][CH3:26])=[CH:19][C:18]=2[O:27][CH3:28])=[O:31])[N:12]=[CH:13][C:14]=1[C:15]#[N:16]. Procedure: A mixture of 3-(cyclopentylamino)-2-(2,4,5-trimethoxyphenyl)-1H-imidazo[1,2-b]pyrazole-7-carbonitrile (153 mg, 0.401 mmol) and DMSO (20 mL) was heated gently to dissolve all the solids. The resulting brown solution was stored for 30 days at RT. As a result, some solids were precipitated which was collected by filtration and the filtrate was diluted with water (˜100 mL). The resulting solids were collected by filtration and washed with diethyl ether. These solids were again purified by HPLC using... Reactants: hydrochloride salt, ClCC(=O)N1C=2N(C(=C(C1)C)C1=CC(=CC=C1)C(F)(F)F)N=CC2C#N (4-(chloroacetyl)-7-[3-(trifluoromethyl)phenyl]-4,5-dihydro-6-methylpyrazolo[1,5-a]pyrimidine-3-carbonitrile), ClC1=C(CN2CCNCC2)C(=CC=C1)Cl (2,6-dichlorobenzylpiperazine), C([O-])([O-])=O.[K+].[K+] (potassium carbonate). The solvent is C1(=CC=CC=C1)C (toluene). Yields the product Cl.ClC1=C(C(=CC=C1)Cl)CN1CCN(CC1)CC(=O)N1C=2N(C(=C(C1)C)C1=CC(=CC=C1)C(F)(F)F)N=CC2C#N (4-[[4-[(2,6-Dichlorophenyl)methyl]-1-piperazinyl]acetyl]-4.5-dihydro-6-methyl-7-[3-(trifluoromethyl)phenyl]pyrazolo[1,5-a]pyrimidine-3-carbonitrile, hydrochloride). As a reaction SMILES: [Cl:1][CH2:2][C:3]([N:5]1[CH2:10][C:9]([CH3:11])=[C:8]([C:12]2[CH:17]=[CH:16][CH:15]=[C:14]([C:18]([F:21])([F:20])[F:19])[CH:13]=2)[N:7]2[N:22]=[CH:23][C:24]([C:25]#[N:26])=[C:6]12)=[O:4].[Cl:27][C:28]1[CH:40]=[CH:39][CH:38]=[C:37]([Cl:41])[C:29]=1[CH2:30][N:31]1[CH2:36][CH2:35][NH:34][CH2:33][CH2:32]1.C(=O)([O-])[O-].[K+].[K+]>C1(C)C=CC=CC=1>[ClH:1].[Cl:41][C:37]1[CH:38]=[CH:39][CH:40]=[C:28]([Cl:27])[C:29]=1[CH2:30][N:31]1[CH2:32][CH2:33][N:34]([CH2:2][C:3]([N:5]2[CH2:10][C:9]([CH3:11])=[C:8]([C:12]3[CH:17]=[CH:16][CH:15]=[C:14]([C:18]([F:20])([F:19])[F:21])[CH:13]=3)[N:7]3[N:22]=[CH:23][C:24]([C:25]#[N:26])=[C:6]23)=[O:4])[CH2:35][CH2:36]1 |f:2.3.4,6.7|. Procedure details: A mixture of 1 g of 4-(chloroacetyl)-7-[3-(trifluoromethyl)phenyl]-4,5-dihydro-6-methylpyrazolo[1,5-a]pyrimidine-3-carbonitrile, 1 g of 2,6-dichlorobenzylpiperazine, 600 mg of potassium carbonate and 100 ml of toluene was reacted as described in Example 16, giving the base form of the product, which was converted to the hydrochloride salt by the procedure of Example 97, giving 1.66 g, mp 252°-254° C. The reactants are 2-cyclohexan-1-ol, [H-].[Na+] (sodium hydride), O1C(=NC2=C1C=CC=C2)C2=CC=C(CBr)C=C2 (4-(benzoxazol-2-yl)benzyl bromide). Solvent: C1CCOC1 (THF). Reaction conditions: time 5 hour. The product is O1C(=NC2=C1C=CC=C2)C=2C=C(COC1CCCCC1)C=CC2 (3-[3-(benzoxazol-2-yl)benzyloxy]cyclohexane). As a reaction SMILES: [H-].[Na+].[O:3]1[C:7]2[CH:8]=[CH:9][CH:10]=[CH:11][C:6]=2[N:5]=[C:4]1[C:12]1[CH:19]=[CH:18][C:15](CBr)=[CH:14][CH:13]=1>C1COCC1>[O:3]1[C:7]2[CH:8]=[CH:9][CH:10]=[CH:11][C:6]=2[N:5]=[C:4]1[C:12]1[CH:13]=[C:14]([CH:15]=[CH:18][CH:19]=1)[CH2:4][O:3][CH:7]1[CH2:8][CH2:9][CH2:10][CH2:11][CH2:6]1 |f:0.1|. Procedure: A mixture of 2-cyclohexan-1-ol (0.63 ml; 6.4 mmol) and sodium hydride (60%; 384 g; 9.6 mmol) in 30 ml dry THF is refluxed overnight. The solution is cooled and 4-(benzoxazol-2-yl)benzyl bromide (1.95 g; 6.75 mmol) is added in one portion and refluxing continued for 5 hrs. The solution is quenched with the addition of 2 ml H2O, concentrated in vacuo poured into H2O and extracted with 2×100 ml CH2Cl2, dried (Na2SO4), concentrated in vacuo and flash chromatographed using 9:1 6:1; hexane:EtOAc to ob...